From a dataset of the Open Reaction Database (ORD), a public repository of structured organic reaction records. describe an organic reaction: reactants, conditions, products, and yield Product: OC1=CC=C(C=C1)CCC(=O)C1=CC=CC=C1 (3-(4-Hydroxy-phenyl)-1-phenyl-propan-1-one). The reactants are OC1=CC=C(C=C1)C=CC(=O)C1=CC=CC=C1 (3-(4-hydroxy-phenyl)-1-phenyl-prop-2-en-1-one). Procedure details: The title compound was prepared as described in General Method 3 from 3-(4-hydroxy-phenyl)-1-phenyl-prop-2-en-1-one (25.5 g, 113.6 mmol), 5% Pd on BaSO4 (1.0 g), and THF (400 mL). The catalyst was filtered, and the filtrate was concentrated . The residue was recrystallized from 50% EtOH, to give the title compound, m.p. 118°-119° C. As a reaction SMILES: [OH:1][C:2]1[CH:7]=[CH:6][C:5]([CH:8]=[CH:9][C:10]([C:12]2[CH:17]=[CH:16][CH:15]=[CH:14][CH:13]=2)=[O:11])=[CH:4][CH:3]=1>[Pd].C1COCC1>[OH:1][C:2]1[CH:3]=[CH:4][C:5]([CH2:8][CH2:9][C:10]([C:12]2[CH:13]=[CH:14][CH:15]=[CH:16][CH:17]=2)=[O:11])=[CH:6][CH:7]=1. Reagents/catalysts: [Pd] (Pd). Run in C1CCOC1 (THF). Procedure: Beginning with 1.45 gm (5.47 mMol) 4-trifluoromethyl-7-bromobenzofuran and 1.4 gm (6.53 mMol) 1-(tert-butoxycarbonyl)-2(S)-ethylpiperazine, 1.82 gm (84%) of the desired compound were prepared essentially as described in Example 1. Yields the product FC(C1=CC=C(C2=C1C=CO2)N2C[C@@H](N(CC2)C(=O)OC(C)(C)C)CC)(F)F (1-(4-trifluoromethylbenzofur-7-yl)-3(S)-ethyl-4-tert-butoxycarbonylpiperazine). Isolated yield 83.5%. RXN SMILES: [F:1][C:2]([F:14])([F:13])[C:3]1[C:8]2[CH:9]=[CH:10][O:11][C:7]=2[C:6](Br)=[CH:5][CH:4]=1.[C:15]([O:19][C:20]([N:22]1[CH2:27][CH2:26][NH:25][CH2:24][C@@H:23]1[CH2:28][CH3:29])=[O:21])([CH3:18])([CH3:17])[CH3:16]>>[F:1][C:2]([F:14])([F:13])[C:3]1[C:8]2[CH:9]=[CH:10][O:11][C:7]=2[C:6]([N:25]2[CH2:26][CH2:27][N:22]([C:20]([O:19][C:15]([CH3:17])([CH3:16])[CH3:18])=[O:21])[C@@H:23]([CH2:28][CH3:29])[CH2:24]2)=[CH:5][CH:4]=1. The reactants are FC(C1=CC=C(C2=C1C=CO2)Br)(F)F (4-trifluoromethyl-7-bromobenzofuran), C(C)(C)(C)OC(=O)N1[C@H](CNCC1)CC (1-(tert-butoxycarbonyl)-2(S)-ethylpiperazine).